From a dataset of the Open Reaction Database (ORD), a public repository of structured organic reaction records. describe an organic reaction: reactants, conditions, products, and yield Starting materials: O=C([O-])[O-], C1COCCN1, CCO, Cc1c(-c2ccccc2)on(CC(O)CCl)c1=O, [K+], [K+]. The product is Cc1c(-c2ccccc2)on(CC(O)CN2CCOCC2)c1=O. Reaction SMILES: [C:7](=[O:8])([O-:9])[O-:10].[CH2:1]1[CH2:2][O:3][CH2:4][CH2:5][NH:6]1.[CH3:31][CH2:32][OH:33].[Cl:13][CH2:14][CH:15]([CH2:16][n:17]1[o:18][c:19](-[c:24]2[cH:25][cH:26][cH:27][cH:28][cH:29]2)[c:20]([CH3:23])[c:21]1=[O:22])[OH:30].[K+:11].[K+:12]>>[CH2:1]1[CH2:2][O:3][CH2:4][CH2:5][N:6]1[CH2:14][CH:15]([CH2:16][n:17]1[o:18][c:19](-[c:24]2[cH:25][cH:26][cH:27][cH:28][cH:29]2)[c:20]([CH3:23])[c:21]1=[O:22])[OH:30]. The reactants are ClC1=NN=C(C=2CCCCC12)NN (1-chloro-4-hydrazino-5,6,7,8-tetrahydrophthalazine), C(CC)(=O)O (propionic acid). The product is ClC1=NN2C(C=3CCCCC13)=NN=C2CC (6-chloro-3-ethyl-7,8,9,10-tetrahydro-1,2,4-triazolo[3,4-a]phthalazine). Yield: 89.6%. Reaction SMILES: [Cl:1][C:2]1[C:11]2[CH2:10][CH2:9][CH2:8][CH2:7][C:6]=2[C:5]([NH:12][NH2:13])=[N:4][N:3]=1.[C:14](O)(=O)[CH2:15][CH3:16]>>[Cl:1][C:2]1[C:11]2[CH2:10][CH2:9][CH2:8][CH2:7][C:6]=2[C:5]2=[N:12][N:13]=[C:14]([CH2:15][CH3:16])[N:4]2[N:3]=1. Procedure details: A solution of 98.5 grams (0.496 mole) of 1-chloro-4-hydrazino-5,6,7,8-tetrahydrophthalazine in 300 milliliters of propionic acid was heated at reflux for 18 hours, then concentrated by evaporation to half the original volume. The solution was diluted with aqueous sodium carbonate until neutral (pH 7). The resulting precipitate was collected, air-dried at ambient temperature, then dried in a drying over to produce 105 grams (0.444 mol) of 6-chloro-3-ethyl-7,8,9,10-tetrahydro-1,2,4-triazolo[3,4-a]... Reactants: C(C1=CC=CC=C1)OC1=CC=C2C=CC=C(C2=C1)NC(=O)OC(C)(C)C (7-benzyloxy-1-(tert-butoxycarbonylamino) naphthalene), Cl (HCl). Run in CCOC(=O)C (EtOAc). Reaction conditions: time 15 minute. The product is NC1=CC=CC2=CC=C(C=C12)OCC1=CC=CC=C1 (1-Amino-7-benzyloxynaphthalene). As a reaction SMILES: [CH2:1]([O:8][C:9]1[CH:18]=[C:17]2[C:12]([CH:13]=[CH:14][CH:15]=[C:16]2[NH:19]C(OC(C)(C)C)=O)=[CH:11][CH:10]=1)[C:2]1[CH:7]=[CH:6][CH:5]=[CH:4][CH:3]=1.Cl>CCOC(C)=O>[NH2:19][C:16]1[C:17]2[C:12](=[CH:11][CH:10]=[C:9]([O:8][CH2:1][C:2]3[CH:3]=[CH:4][CH:5]=[CH:6][CH:7]=3)[CH:18]=2)[CH:13]=[CH:14][CH:15]=1. Reported procedure: A solution of 7-benzyloxy-1-(tert-butoxycarbonylamino) naphthalene, as described above in Step I, (100 mg, 0.29 mmol) in EtOAc (10 mL) at 0° C. was saturated with HCl (g). After 15 min, the mixture was concentrated in vacuo. The residue was partitioned between saturated aqueous Na2CO3 (5 mL) and CH2Cl2 (10 mL). The aqueous layer was extracted further with CH2Cl2 (2×10 mL). The combined organic extracts were dried over Na2SO4, filtered, and concentrated in vacuo to yield the desired amine as a pa... Starting materials: Cc1ccc(O)cn1, CC(=O)O, O, OO. Product: Cc1ccc(O)c[n+]1[O-]. Reaction SMILES: [CH3:1][c:2]1[n:3][cH:4][c:5]([OH:8])[cH:6][cH:7]1.[CH3:9][C:10]([OH:11])=[O:12].[OH2:15].[OH:13][OH:14]>>[CH3:1][c:2]1[n+:3]([O-:11])[cH:4][c:5]([OH:8])[cH:6][cH:7]1. Starting materials: C(=O)(OC)C=1C(=C2CCCNC2=C(C1)Cl)OC (6-Carbomethoxy-8-chloro-5-methoxy-1,2,3,4-tetrahydroquinoline), [OH-].[Na+] (NaOH). Run in CO (MeOH). Conditions: temperature 0 celsius. Yields the product C(=O)(O)C=1C(=C2CCCNC2=C(C1)Cl)OC (6-Carboxy-8-chloro-5-methoxy-1,2,3,4-tetrahydroquinoline). As a reaction SMILES: [C:1]([C:5]1[C:6]([O:16][CH3:17])=[C:7]2[C:12](=[C:13]([Cl:15])[CH:14]=1)[NH:11][CH2:10][CH2:9][CH2:8]2)([O:3]C)=[O:2].[OH-].[Na+]>CO>[C:1]([C:5]1[C:6]([O:16][CH3:17])=[C:7]2[C:12](=[C:13]([Cl:15])[CH:14]=1)[NH:11][CH2:10][CH2:9][CH2:8]2)([OH:3])=[O:2] |f:1.2|. Procedure details: A mixture of the compound of step 5 above (1.1 g), 10% aqueous NaOH (20 ml) and MeOH (40 ml) is stirred under reflux for 30 minutes. The MeOH is evaporated and the aqueous residue partitioned with CHCl3. The mixture is stirred vigorously, cooled to 0° C. and treated with 10% HCl (28 mls). The aqueous layer is separated and the organic layer is dried and evaporated. The residue is crystallized from ether affording the desired product, M.P. 129°-132° C. Starting materials: C(C)(=O)OC[C@@H]1[C@H](C[C@@H](O1)N1C(=O)NC(=O)C(=C1)I)F (5'-O-Acetyl-2',3'-dideoxy-3'-fluoro-5-iodouridine), bis-triphenylphosphine palladium (II) chloride, C[Si](C)(C)C#C (Trimethylsilylacetylene). The reagents and catalysts are [Cu]I (copper (I) iodide). Solvent: C(C)N(CC)CC (triethylamine). Reaction conditions: time 60 hour. Product: C(C)(=O)OC[C@@H]1[C@H](C[C@@H](O1)N1C(=O)NC(=O)C(=C1)C#C[Si](C)(C)C)F (5'-O-Acetyl-2',3'-dideoxy-3'-fluoro-5-(trimethylsilylethynyl)uridine). RXN SMILES: [C:1]([O:4][CH2:5][C@H:6]1[O:10][C@@H:9]([N:11]2[CH:18]=[C:17](I)[C:15](=[O:16])[NH:14][C:12]2=[O:13])[CH2:8][C@@H:7]1[F:20])(=[O:3])[CH3:2].[CH3:21][Si:22]([C:25]#[CH:26])([CH3:24])[CH3:23]>C(N(CC)CC)C.[Cu]I>[C:1]([O:4][CH2:5][C@H:6]1[O:10][C@@H:9]([N:11]2[CH:18]=[C:17]([C:26]#[C:25][Si:22]([CH3:24])([CH3:23])[CH3:21])[C:15](=[O:16])[NH:14][C:12]2=[O:13])[CH2:8][C@@H:7]1[F:20])(=[O:3])[CH3:2]. Procedure: A mixture of the product of stage b) (0.7 g, 1.76 mmol), bis-triphenylphosphine palladium (II) chloride (0.036 g) and copper (I) iodide (36 mg) in redistilled triethylamine (35 ml) was degassed with oxygen-free nitrogen. Trimethylsilylacetylene (0.49 ml, 3.52 mmol) was added and the mixture was stirred under a nitrogen atmosphere at room temperature for 60 hours. The solvent was evaporated, the residue dissolved in dichloromethane (30 ml) and the solution washed with a 2% aqueous solution disodi... Starting materials: N1=CC(=CC(=C1)C)C (3,5-lutidine), [Li]C (MeLi). The solvent is C1(=CC=CC=C1)C (toluene). Yields the product CC1=NC=C(C=C1C)C (2,3,5-trimethylpyridine). Isolated yield 72.7%. As a reaction SMILES: [N:1]1[CH:6]=[C:5]([CH3:7])[CH:4]=[C:3]([CH3:8])[CH:2]=1.[Li][CH3:10]>C1(C)C=CC=CC=1>[CH3:10][C:2]1[C:3]([CH3:8])=[CH:4][C:5]([CH3:7])=[CH:6][N:1]=1. Procedure details: To a solution of 3,5-lutidine (42.86, 0.400 mol) in toluene (240 ml) in a three-neck flask, under N2 atmosphere, was added dropwise MeLi [0.33M in ether, 1330 ml (0.44 mol), prepared from CH3I and Li or obtained from Aldrich]. The reaction was stirred and heated at 60°-80° C. for 6 h, after which time the ether was distilled off. The remaining solution was poured into water/crushed ice (200 ml), acidified with conc. HCl and extracted with ethyl acetate (2×100 ml). The aqueous solution then was b... Reactants: aqueous solution, [OH-].[K+] (potassium hydroxide), BrC=1C=NC=C(C1)C#C[Si](C)(C)C (3-bromo-5-trimethylsilanylethynyl-pyridine). The solvent is CO (methanol). Reaction conditions: time 2 hour. The product is BrC=1C=NC=C(C1)C#C (3-Bromo-5-ethynylpyridine). Yield: 88.0%. Reaction SMILES: [OH-].[K+].[Br:3][C:4]1[CH:5]=[N:6][CH:7]=[C:8]([C:10]#[C:11][Si](C)(C)C)[CH:9]=1>CO>[Br:3][C:4]1[CH:5]=[N:6][CH:7]=[C:8]([C:10]#[CH:11])[CH:9]=1 |f:0.1|. Reported procedure: Add a 1 M aqueous solution of potassium hydroxide (369.7 mmol, 370 mL) to a stirred solution of 3-bromo-5-trimethylsilanylethynyl-pyridine (85.4 g, 336.1 mmol), (prepared essentially as described in PREPARATION 22), in 850 mL of methanol at 15° C. Stir at room temperature for 2 h and concentrate. Dissolve the residue in 800 mL of dichloromethane, sequentially wash with water (160 mL) and an aqueous saturated solution of sodium chloride (160 mL), dry (magnesium sulfate) and concentrate with only ... Reactants: BrC=1C=C2C(OC(=O)C2=CC1)O (5-Bromo-3-hydroxyphthalide), NN (hydrazine). Product: BrC=1C=C2C=NNC(C2=CC1)=O (6-bromophthalazin-1(2H)-one). As a reaction SMILES: [Br:1][C:2]1[CH:3]=[C:4]2[C:9](=[CH:10][CH:11]=1)[C:7](=O)[O:6][CH:5]2O.[NH2:13][NH2:14]>>[Br:1][C:2]1[CH:3]=[C:4]2[C:9](=[CH:10][CH:11]=1)[C:7](=[O:6])[NH:14][N:13]=[CH:5]2. Reported procedure: 5-Bromo-3-hydroxyphthalide is reacted in alcoholic solution with hydrazine to give 6-bromophthalazin-1(2H)-one which in turn is reacted with the appropriate (dialkylamino)alkylhalide in a polar solvent such as DMSO in the presence of a base such as KOH to give the 2-(dialkylaminoalkyl)-6-bromophthalazin-1(2H)-one. The styryl group is then attached by reacting the 6-bromo-2-substituted-phthalazin-1(2H)-one with styrene or 4-methoxystyrene in solvents such as DMSO or acetonitrile or mixtures there... Starting materials: CC(C)(C)OC(=O)Nc1c(F)cccc1C(=O)NC1CCN(Cc2ccccc2)CC1, ClCCl, O=C(O)C(F)(F)F. The product is Nc1c(F)cccc1C(=O)NC1CCN(Cc2ccccc2)CC1. As a reaction SMILES: [CH2:1]([c:2]1[cH:3][cH:4][cH:5][cH:6][cH:7]1)[N:8]1[CH2:9][CH2:10][CH:11]([NH:14][C:15](=[O:16])[c:17]2[c:18]([NH:24][C:25](=[O:26])[O:27][C:28]([CH3:29])([CH3:30])[CH3:31])[c:19]([F:23])[cH:20][cH:21][cH:22]2)[CH2:12][CH2:13]1.[Cl:39][CH2:40][Cl:41].[OH:32][C:33]([C:34]([F:35])([F:36])[F:37])=[O:38]>>[CH2:1]([c:2]1[cH:3][cH:4][cH:5][cH:6][cH:7]1)[N:8]1[CH2:9][CH2:10][CH:11]([NH:14][C:15](=[O:16])[c:17]2[c:18]([NH2:24])[c:19]([F:23])[cH:20][cH:21][cH:22]2)[CH2:12][CH2:13]1.